This data is from the Open Reaction Database (ORD), a public repository of structured organic reaction records. The task is: describe an organic reaction: reactants, conditions, products, and yield The reactants are O=C(Cl)c1ccccc1, CCOC(=O)c1ccc(C#CC=CC2=C(C)CCCC2O)cc1. Yields the product CCOC(=O)c1ccc(C#CC=CC2=C(C)CCCC2OC(=O)c2ccccc2)cc1. Reaction SMILES: [C:24]([c:25]1[cH:26][cH:27][cH:28][cH:29][cH:30]1)(=[O:31])[Cl:32].[OH:1][CH:2]1[CH2:3][CH2:4][CH2:5][C:6]([CH3:23])=[C:7]1[CH:8]=[CH:9][C:10]#[C:11][c:12]1[cH:13][cH:14][c:15]([C:16](=[O:17])[O:18][CH2:19][CH3:20])[cH:21][cH:22]1>>[O:1]([CH:2]1[CH2:3][CH2:4][CH2:5][C:6]([CH3:23])=[C:7]1[CH:8]=[CH:9][C:10]#[C:11][c:12]1[cH:13][cH:14][c:15]([C:16](=[O:17])[O:18][CH2:19][CH3:20])[cH:21][cH:22]1)[C:24]([c:25]1[cH:26][cH:27][cH:28][cH:29][cH:30]1)=[O:31].